From a dataset of the Open Reaction Database (ORD), a public repository of structured organic reaction records. describe an organic reaction: reactants, conditions, products, and yield Starting materials: C(=O)([O-])[O-].[Na+].[Na+] (Na2CO3), C(=O)(OC(C)(C)C)N([C@@H](C(C)C)C(=O)O)C (Boc-MeVal-OH), O (water), B.C1CCOC1 (BH3-THF). The solvent is C1CCOC1 (THF). Reaction conditions: temperature 0 celsius, time 1 hour. Yields the product C(C)(C)(C)OC(N(C)[C@@H](C(C)C)CO)=O (((S)-1-Hydroxymethyl-2-methyl-propyl)-methyl-carbamic acid tert-butyl ester). Yield: 92.6%. As a reaction SMILES: [C:1]([N:8]([CH3:16])[C@H:9]([C:13](O)=[O:14])[CH:10]([CH3:12])[CH3:11])([O:3][C:4]([CH3:7])([CH3:6])[CH3:5])=[O:2].B.C1COCC1.O.C([O-])([O-])=O.[Na+].[Na+]>C1COCC1>[C:4]([O:3][C:1](=[O:2])[N:8]([C@H:9]([CH2:13][OH:14])[CH:10]([CH3:11])[CH3:12])[CH3:16])([CH3:5])([CH3:7])[CH3:6] |f:1.2,4.5.6|. Procedure details: 20.0 g Boc-MeVal-OH (86.5 mmol; Fluka) were dissolved in 80 ml THF and cooled to 0° C. 130 ml 1M BH3-THF (0.13 mol; Fluka) were added at 0° C. over 1 h and the clear, colo reaction mixture was warmed up and stirred at RT for 1 h. The reaction mixture was again cooled to 0° C., 75 ml deionized water were carefully added at 0-5° C. over 0.5 h and after warming up to RT stirring was continued for 1 h. To the colorless solution were added 150 ml 10% Na2CO3 all at once and after stirring for 1 h the ... Reactants: IC1=CC=C(C=C1)C1=NN=C(O1)CN1CCOCC1 (4-[5-(4-iodophenyl)-[1,3,4]oxadiazol-2-ylmethyl]-morpholine), IC1=CC=C(C=C1)C1=NN=C(O1)CN1CCOCC1 (4-[5-(4-iodophenyl)-[1,3,4]oxadiazol-2-ylmethyl]-morpholine), C1(CC1)NC(C1=CC(=C(C=C1)C)B1OC(C(O1)(C)C)(C)C)=O (N-cyclopropyl-4-methyl-3-(4,4,5,5-tetramethyl-[1,3,2]-dioxaborolan-2-yl)benzamide), C1(CC1)NC(C1=CC(=C(C=C1)C)B1OC(C(O1)(C)C)(C)C)=O (N-cyclopropyl-4-methyl-3-(4,4,5,5-tetramethyl-[1,3,2]-dioxaborolan-2-yl)benzamide). Product: C1(CC1)NC(=O)C=1C=C(C(=CC1)C)C1=CC=C(C=C1)C=1OC(=NN1)CN1CCOCC1 (6-Methyl-4′-(5-morpholin-4-ylmethyl-[1,3,4]oxadiazol-2-yl)-biphenyl-3-carboxylic acid cyclopropylamide). Reaction SMILES: I[C:2]1[CH:7]=[CH:6][C:5]([C:8]2[O:12][C:11]([CH2:13][N:14]3[CH2:19][CH2:18][O:17][CH2:16][CH2:15]3)=[N:10][N:9]=2)=[CH:4][CH:3]=1.[CH:20]1([NH:23][C:24](=[O:41])[C:25]2[CH:30]=[CH:29][C:28]([CH3:31])=[C:27](B3OC(C)(C)C(C)(C)O3)[CH:26]=2)[CH2:22][CH2:21]1>>[CH:20]1([NH:23][C:24]([C:25]2[CH:30]=[C:29]([C:2]3[CH:7]=[CH:6][C:5]([C:8]4[O:12][C:11]([CH2:13][N:14]5[CH2:19][CH2:18][O:17][CH2:16][CH2:15]5)=[N:10][N:9]=4)=[CH:4][CH:3]=3)[C:28]([CH3:31])=[CH:27][CH:26]=2)=[O:41])[CH2:21][CH2:22]1. Procedure: Example 14 was prepared from 4-[5-(4-iodophenyl)-[1,3,4]oxadiazol-2-ylmethyl]-morpholine (Intermediate 10) and N-cyclopropyl-4-methyl-3-(4,4,5,5-tetramethyl-[1,3,2]-dioxaborolan-2-yl)benzamide (Intermediate 17).